From a dataset of the Open Reaction Database (ORD), a public repository of structured organic reaction records. describe an organic reaction: reactants, conditions, products, and yield The reactants are C(C)(C)(C)OC(=O)N1CCC=2C(=NNC2CC1)C1=CC=C(C=C1)Cl (3-(4-chloro-phenyl)-4,5,7,8-tetrahydro-1H-1,2,6-triaza-azulene-6-carboxylic acid tert-butyl ester), BrC1CCC(CC1)C (1-bromo-4-methyl-cyclohexane), C(C)(C)(C)OC(=O)N1CCC=2C(N(NC2CC1)C1CCC(CC1)C)C1=CC=C(C=C1)Cl (3-(4-chloro-phenyl)-2-(4-methyl-cyclohexyl)-1,4,5,6,7,8-hexahydro-1,2,6-triaza-azulene-6-carboxylic acid tert-butyl ester). Yields the product ClC1=CC=C(C=C1)C1=NN(C=2CCNCCC12)C1CCC(CC1)C (3-(4-Chloro-phenyl)-1-(4-methyl-cyclohexyl)-1,4,5,6,7,8-hexahydro-1,2,6-triaza-azulene). The yield is 10.7%. As a reaction SMILES: C(OC([N:8]1[CH2:17][CH2:16][C:15]2[NH:14][N:13]=[C:12]([C:18]3[CH:23]=[CH:22][C:21]([Cl:24])=[CH:20][CH:19]=3)[C:11]=2[CH2:10][CH2:9]1)=O)(C)(C)C.Br[CH:26]1[CH2:31][CH2:30][CH:29]([CH3:32])[CH2:28][CH2:27]1.C(OC(N1CCC2NN(C3CCC(C)CC3)C(C3C=CC(Cl)=CC=3)C=2CC1)=O)(C)(C)C>>[Cl:24][C:21]1[CH:20]=[CH:19][C:18]([C:12]2[C:11]3[CH2:10][CH2:9][NH:8][CH2:17][CH2:16][C:15]=3[N:14]([CH:26]3[CH2:31][CH2:30][CH:29]([CH3:32])[CH2:28][CH2:27]3)[N:13]=2)=[CH:23][CH:22]=1. Reported procedure: The title compound (11 mg) was prepared from 3-(4-chloro-phenyl)-4,5,7,8-tetrahydro-1H-1,2,6-triaza-azulene-6-carboxylic acid tert-butyl ester (Example 103, Step B; 0.30 mmol) using 1-bromo-4-methyl-cyclohexane (1.0 mmol) in place of chloro-cyclobutane. The reaction sequence also yielded 3-(4-chloro-phenyl)-2-(4-methyl-cyclohexyl)-1,4,5,6,7,8-hexahydro-1,2,6-triaza-azulene-6-carboxylic acid tert-butyl ester in the alkylation step. MS (ESI): exact mass calculated for C20H26ClN3, 343.18. found, m/... The reactants are O=C([O-])O, CCOCCn1c(C(=O)C2CCN(C(=O)OC(C)(C)C)CC2)nc2ccccc21, [Na+], O=C(O)C(F)(F)F. Yields the product CCOCCn1c(C(=O)C2CCNCC2)nc2ccccc21. Reaction SMILES: [C:37](=[O:38])([O-:39])[OH:40].[CH3:1][CH2:2][O:3][CH2:4][CH2:5][n:6]1[c:7]([C:15](=[O:16])[CH:17]2[CH2:18][CH2:19][N:20]([C:23]([O:24][C:25]([CH3:26])([CH3:27])[CH3:28])=[O:29])[CH2:21][CH2:22]2)[n:8][c:9]2[c:10]1[cH:11][cH:12][cH:13][cH:14]2.[Na+:41].[OH:30][C:31]([C:32]([F:33])([F:34])[F:35])=[O:36]>>[CH3:1][CH2:2][O:3][CH2:4][CH2:5][n:6]1[c:7]([C:15](=[O:16])[CH:17]2[CH2:18][CH2:19][NH:20][CH2:21][CH2:22]2)[n:8][c:9]2[c:10]1[cH:11][cH:12][cH:13][cH:14]2.